This data is from the Open Reaction Database (ORD), a public repository of structured organic reaction records. The task is: describe an organic reaction: reactants, conditions, products, and yield Reactants: CCO, CC(=O)[O-], Cl, NO, [Na+], CC(=O)COc1ccc(Oc2ccccc2)cc1, O. The product is CC(COc1ccc(Oc2ccccc2)cc1)=NO. As a reaction SMILES: [CH3:28][CH2:29][OH:30].[CH3:5][C:6](=[O:7])[O-:8].[ClH:1].[NH2:2][OH:3].[Na+:4].[O:9]([c:10]1[cH:11][cH:12][cH:13][cH:14][cH:15]1)[c:16]1[cH:17][cH:18][c:19]([O:20][CH2:21][C:22]([CH3:23])=[O:24])[cH:25][cH:26]1.[OH2:27]>>[N:2]([OH:3])=[C:22]([CH2:21][O:20][c:19]1[cH:18][cH:17][c:16]([O:9][c:10]2[cH:11][cH:12][cH:13][cH:14][cH:15]2)[cH:26][cH:25]1)[CH3:23]. Starting materials: ClC1=CC=C(C=C1)N1C(=O)N(C(=O)C(=C1N)N)C (1-(4-chlorophenyl)-5,6-diamino-3-methyluracil), N(=O)[O-].[Na+] (sodium nitrite), NC1=CC(N(C(N1C1=CC=C(C=C1)Cl)=O)C)=O (6-amino-1-(4-chlorophenyl)-3-methyluracil), ClC1=CC=C(C=C1)N=C=O (4-chlorophenyl isocyanate), CN (methylamine), [H][H] (hydrogen), NC(=O)N (urea), C(#N)CC(=O)O (cyanoacetic acid). The product is CNC(=O)NC1=CC=C(C=C1)Cl (N-Methyl-N'-(4-chlorophenyl)urea). RXN SMILES: ClC1C=CC(N=C=O)=CC=1.CN.NC(N)=O.C(CC(O)=O)#N.N([O-])=O.[Na+].NC1[N:33]([C:34]2[CH:39]=[CH:38][C:37]([Cl:40])=[CH:36][CH:35]=2)[C:32](=[O:41])[N:31](C)[C:30](=O)C=1.[H][H].ClC1C=CC(N2C(N)=C(N)C(=O)N(C)C2=O)=CC=1>>[CH3:30][NH:31][C:32]([NH:33][C:34]1[CH:39]=[CH:38][C:37]([Cl:40])=[CH:36][CH:35]=1)=[O:41] |f:4.5|. Reported procedure: N-Methyl-N'-(4-chlorophenyl)urea was prepared preliminarily from 4-chlorophenyl isocyanate and methylamine by the same procedure as in Reference Example 1. The urea compound as the starting material was reacted with cyanoacetic acid to form a uracil ring. Using sodium nitrite a nitroso group was introduced into the 5-position of the uracil ring in the obtained 6-amino-1-(4-chlorophenyl)-3-methyluracil and then reduced with hydrogen gas to prepare 1-(4-chlorophenyl)-5,6-diamino-3-methyluracil. The reactants are ClCCC[Si](OC)(OC)OC (3-chloropropyl trimethoxysilane), resultant mixture, C1(CCC(N1C=1C=C(C=CC1)O)=O)=O (m-succinimidophenol), [OH-].[Na+] (sodium hydroxide), C1(CCC(=O)O1)=O (succinic anhydride), NC=1C=C(C=CC1)O (m-aminophenol). The solvent is O (water), O (water), C1(=CC=CC=C1)C (toluene), CS(=O)C (dimethylsulfoxide), C(C)(=O)O (acetic acid). Product: C1(CCC(N1C=1C=C(OCCC[Si](OC)(OC)OC)C=CC1)=O)=O (m-Succinimidophenoxypropyl Trimethoxysilane). RXN SMILES: C1(=O)OC(=O)CC1.NC1C=C(O)C=CC=1.[C:16]1(=[O:29])[N:20]([C:21]2[CH:22]=[C:23]([OH:27])[CH:24]=[CH:25][CH:26]=2)[C:19](=[O:28])[CH2:18][CH2:17]1.[OH-].[Na+].Cl[CH2:33][CH2:34][CH2:35][Si:36]([O:41][CH3:42])([O:39][CH3:40])[O:37][CH3:38]>O.C1(C)C=CC=CC=1.CS(C)=O.C(O)(=O)C>[C:16]1(=[O:29])[N:20]([C:21]2[CH:22]=[C:23]([CH:24]=[CH:25][CH:26]=2)[O:27][CH2:33][CH2:34][CH2:35][Si:36]([O:41][CH3:42])([O:39][CH3:40])[O:37][CH3:38])[C:19](=[O:28])[CH2:18][CH2:17]1 |f:3.4|. Procedure details: A solution containing 200 g of succinic anhydride, 218 g m-aminophenol and one liter of glacial acetic acid was heated at the boiling point for 16 hours in a reactor equipped with a mechanically driven stirrer and a water-cooled reflux condenser. The reaction mixture solidified upon cooling to ambient temperature. The solid was pulverized, washed with water to remove the acetic acid, then dried. The resultant m-succinimidophenol (105.1 g, 0.55 mole) together with 43.28 g of a 50% by weight aqueo... Starting materials: C#CC1(OC(C)=O)CCCCC1, CCNCC, [Cl-], C1COCCO1. Product: CCN(CC)CC#CC1(OC(C)=O)CCCCC1. As a reaction SMILES: [C:1]([CH3:2])(=[O:3])[O:4][C:5]1([C:11]#[CH:12])[CH2:6][CH2:7][CH2:8][CH2:9][CH2:10]1.[CH2:13]([CH3:14])[NH:15][CH2:16][CH3:17].[Cl-:18].[O:19]1[CH2:20][CH2:24][O:23][CH2:22][CH2:21]1>>[C:1]([CH3:2])(=[O:3])[O:4][C:5]1([C:11]#[C:12][CH2:20][N:15]([CH2:13][CH3:14])[CH2:16][CH3:17])[CH2:6][CH2:7][CH2:8][CH2:9][CH2:10]1. Reactants: ClCCl, O=S(=O)(Cl)Cl, CC(C)(C)C(=O)COc1ccc(-c2ccccc2)cc1. Yields the product CC(C)(C)C(=O)C(Cl)Oc1ccc(-c2ccccc2)cc1. RXN SMILES: [CH2:26]([Cl:27])[Cl:28].[S:21]([Cl:22])(=[O:23])([Cl:24])=[O:25].[c:1]1(-[c:7]2[cH:8][cH:9][c:10]([O:11][CH2:12][C:13]([C:14]([CH3:15])([CH3:16])[CH3:17])=[O:18])[cH:19][cH:20]2)[cH:2][cH:3][cH:4][cH:5][cH:6]1>>[c:1]1(-[c:7]2[cH:8][cH:9][c:10]([O:11][CH:12]([C:13]([C:14]([CH3:15])([CH3:16])[CH3:17])=[O:18])[Cl:24])[cH:19][cH:20]2)[cH:2][cH:3][cH:4][cH:5][cH:6]1. Starting materials: [N+](=O)([O-])C=1C=C(C=CC1)C=NOCC(=O)OC(C)(C)C (tert-butyl 3-nitrophenylmethyleneaminooxyacetate). Reagents/catalysts: [Pt]=O (platinum oxide). Solvent: C(C)O (ethanol). Run at temperature 20 celsius, time 1 hour. Yields the product NC=1C=C(C=CC1)C=NOCC(=O)OC(C)(C)C (tert-butyl 3-aminophenylmethyleneaminooxyacetate). The yield is 92.6%. As a reaction SMILES: [N+:1]([C:4]1[CH:5]=[C:6]([CH:10]=[N:11][O:12][CH2:13][C:14]([O:16][C:17]([CH3:20])([CH3:19])[CH3:18])=[O:15])[CH:7]=[CH:8][CH:9]=1)([O-])=O>C(O)C.[Pt]=O>[NH2:1][C:4]1[CH:5]=[C:6]([CH:10]=[N:11][O:12][CH2:13][C:14]([O:16][C:17]([CH3:20])([CH3:19])[CH3:18])=[O:15])[CH:7]=[CH:8][CH:9]=1. Procedure: tert-Butyl 3-aminophenylmethyleneaminooxyacetate may be obtained as follows: 0.75 g of platinum oxide is added to a solution of 7.5 g of tert-butyl 3-nitrophenylmethyleneaminooxyacetate in 100 cm3 of ethanol. The suspension is stirred for 1 hour at a temperature in the vicinity of 20° C. under a hydrogen atmosphere (130 kPa). The catalyst is separated by filtration and the filtrate is concentrated to dryness under reduced pressure at 45° C. The residue is dissolved in 50 cm3 of ethyl acetate and... Reactants: C(OC1=CC=C(C=C1)C[C@@H]([C@@H](CN(CC(C)C)S(=O)(=O)C1=CC2=C(OCO2)C=C1)O)NC(=O)O[C@H]1CO[C@H]2OCC[C@H]21)(OC2=CC=C(C=C2)[N+](=O)[O-])=O (4-{(2S,3R)-2-({[(3R,3aS,6aR)-Hexahydrofuro[2,3-b]furan-3-yloxy]carbonyl}amino)-4-[(1,3-benzodioxol-5-ylsulfonyl)(isobutyl)amino]-3-hydroxybutyl}phenyl 4-nitrophenyl carbonate), [OH-].[NH4+] (ammonium hydroxide). Yields the product NC(=O)OC1=CC=C(C[C@@H]([C@@H](CN(CC(C)C)S(=O)(=O)C2=CC3=C(OCO3)C=C2)O)NC(O[C@H]2CO[C@H]3OCC[C@H]32)=O)C=C1 ((3R,3aS,6aR)-Hexahydrofuro[2,3-b]furan-3-yl (1S,2R)-1-{4-[(aminocarbonyl)oxy]benzyl}-3-[(1,3-benzodioxol-5-ylsulfonyl)(isobutyl)amino]-2-hydroxypropylcarbamate). As a reaction SMILES: [C:1](=O)([O:43]C1C=CC([N+]([O-])=O)=CC=1)[O:2][C:3]1[CH:8]=[CH:7][C:6]([CH2:9][C@H:10]([NH:31][C:32]([O:34][C@@H:35]2[C@H:42]3[C@H:38]([O:39][CH2:40][CH2:41]3)[O:37][CH2:36]2)=[O:33])[C@H:11]([OH:30])[CH2:12][N:13]([S:18]([C:21]2[CH:29]=[CH:28][C:24]3[O:25][CH2:26][O:27][C:23]=3[CH:22]=2)(=[O:20])=[O:19])[CH2:14][CH:15]([CH3:17])[CH3:16])=[CH:5][CH:4]=1.[OH-].[NH4+:55]>>[NH2:55][C:1]([O:2][C:3]1[CH:8]=[CH:7][C:6]([CH2:9][C@H:10]([NH:31][C:32](=[O:33])[O:34][C@@H:35]2[C@H:42]3[C@H:38]([O:39][CH2:40][CH2:41]3)[O:37][CH2:36]2)[C@H:11]([OH:30])[CH2:12][N:13]([S:18]([C:21]2[CH:29]=[CH:28][C:24]3[O:25][CH2:26][O:27][C:23]=3[CH:22]=2)(=[O:19])=[O:20])[CH2:14][CH:15]([CH3:16])[CH3:17])=[CH:5][CH:4]=1)=[O:43] |f:1.2|. Procedure details: 4-{(2S,3R)-2-({[(3R,3aS,6aR)-Hexahydrofuro[2,3-b]furan-3-yloxy]carbonyl}amino)-4-[(1,3-benzodioxol-5-ylsulfonyl)(isobutyl)amino]-3-hydroxybutyl}phenyl 4-nitrophenyl carbonate was treated with concentrated ammonium hydroxide as described in Example 311 to afford the title compound as a white solid. 1H NMR (DMSO-d6): 0.78 (3H, d), 0.86 (3H, d), 1.2 (1H, dd), 1.4 (1H, br quintuplet), 1.85-1.95 (1H, m), 2.2 (1H, t), 2.65-2.80 (3H, m), 2.9-3.0 (2H, m), 3.25-3.30 (1H, m), 3.5-3.6 (4H, m), 3.7 (1H, t),... The reactants are C(N)(OCC1C2=C(C=C(C=C2N2CC3NC3C1(O2)O)C=O)O)=O (4-Formyl-6,9-dihydroxy-14-oxa-1,11-diazatetracyclo[7.4.1.02,7.010,12 ]tetradeca-2,4,6-trien-8-ylmethyl carbamate), Cl (hydrochloric acid). The solvent is [OH-].[Na+] (sodium hydroxide). Reaction conditions: temperature 50 celsius. Yields the product OC=1C=C(C=C2N3CC4NC4C(C(C12)=C)(O3)O)C=O (6,9-dihydroxy-8-methylene-14-oxa-1,11-diazatetracyclo[7.4.1.02,7.010,12 ]tetradeca-2,4,6-triene-4-carbaldehyde). Yield: 71.0%. Reaction SMILES: C(=O)(O[CH2:4][CH:5]1[C:17]2([OH:19])[O:18][N:12]([CH2:13][CH:14]3[CH:16]2[NH:15]3)[C:11]2[C:6]1=[C:7]([OH:22])[CH:8]=[C:9]([CH:20]=[O:21])[CH:10]=2)N.Cl>[OH-].[Na+]>[OH:22][C:7]1[CH:8]=[C:9]([CH:20]=[O:21])[CH:10]=[C:11]2[C:6]=1[C:5](=[CH2:4])[C:17]1([OH:19])[O:18][N:12]2[CH2:13][CH:14]2[CH:16]1[NH:15]2 |f:2.3|. Procedure: 4-Formyl-6,9-dihydroxy-14-oxa-1,11-diazatetracyclo[7.4.1.02,7.010,12 ]tetradeca-2,4,6-trien-8-ylmethyl carbamate (40 mg) was dissolved in 1N aqueous sodium hydroxide (4 ml) and the solution was heated at 50° C. for 100 minutes under argon atmosphere. The reaction mixture was cooled and neutralized with 1N aqueous hydrochloric acid (4 ml) and the resultant aqueous solution was lyophilized. The residue was subjected to a silica gel column chromatography and elution was carried out with a mixture o... The reactants are C=1C=CC(=CC1)[C@H](C(=O)N[C@H]2[C@H]3CCC(=C(N3C2=O)C(=O)O)Cl)N (loracarbef), C(C)OC(=O)C1=CC=C(O)C=C1 (ethyl paraben), O (H2O), Cl (hydrochloric acid). Run in CN(C)C=O (DMF), C(C)N(CC)CC (triethylamine). Conditions: temperature 45 celsius, time 1 hour. The product is C=1C=CC(=CC1)[C@H](C(=O)N[C@H]2[C@H]3CCC(=C(N3C2=O)C(=O)O)Cl)N.CN(C)C=O (Loracarbef DMF). The yield is 98.4%. Reaction SMILES: [CH:1]1[CH:2]=[CH:3][C:4]([C@@H:7]([NH2:24])[C:8]([NH:10][C@@H:11]2[C:18](=[O:19])[N:17]3[C@@H:12]2[CH2:13][CH2:14][C:15]([Cl:23])=[C:16]3[C:20]([OH:22])=[O:21])=[O:9])=[CH:5][CH:6]=1.C(OC(C1C=CC(O)=CC=1)=O)C.O.Cl>CN(C=O)C.C(N(CC)CC)C>[CH:1]1[CH:2]=[CH:3][C:4]([C@@H:7]([NH2:24])[C:8]([NH:10][C@@H:11]2[C:18](=[O:19])[N:17]3[C@@H:12]2[CH2:13][CH2:14][C:15]([Cl:23])=[C:16]3[C:20]([OH:22])=[O:21])=[O:9])=[CH:5][CH:6]=1.[CH3:16][N:17]([CH:18]=[O:19])[CH3:12] |f:6.7|. Procedure details: To loracarbef:ethyl paraben (15.0 g, 49.1% potency as loracarbef), predisolved in 150 ml DMF and 15 ml H2O was added concentrated hydrochloric acid (2.53 ml) dropwise. The solution was heated to 45° C. and the pH was raised from 1.84 to 4.0 over 45 minutes using triethylamine. After crystallization began, triethylamine was slowly added until a pH of 6.7 was obtained. The mixture was stirred for 1 hour at 45° C., filtered, washed with DMF and ethanol and dried under vacuum at 40° C. HPLC analysis...